From a dataset of the Open Reaction Database (ORD), a public repository of structured organic reaction records. describe an organic reaction: reactants, conditions, products, and yield Starting materials: CC(C)(C)S(=O)NC(C(F)(F)F)(C(C(N1CCCCC1)=O)(F)F)C1=CC=C(C=C1)OCCCC(F)(F)F (2-Methyl-N-(1,1,1,3,3-pentafluoro-4-oxo-4-(piperidin-1-yl)-2-(4-(4,4,4-trifluorobutoxy)phenyl)butan-2-yl)propane-2-sulfinamide), [H-].[Na+] (NaH), C1=CC=C(C=C1)CBr (BnBr). The solvent is CCOC(=O)C (EtOAc), CN(C)C=O (DMF). Conditions: time 5 minute. Product: C(C1=CC=CC=C1)N(S(=O)C(C)(C)C)C(C(F)(F)F)(C(C(N1CCCCC1)=O)(F)F)C1=CC=C(C=C1)OCCCC(F)(F)F (N-Benzyl-2-methyl-N-(1,1,1,3,3-pentafluoro-4-oxo-4-(piperidin-1-yl)-2-(4-(4,4,4-trifluorobutoxy)phenyl)butan-2-yl)propane-2-sulfinamide). The yield is 48.6%. As a reaction SMILES: [CH3:1][C:2]([S:5]([NH:7][C:8]([C:24]1[CH:29]=[CH:28][C:27]([O:30][CH2:31][CH2:32][CH2:33][C:34]([F:37])([F:36])[F:35])=[CH:26][CH:25]=1)([C:13]([F:23])([F:22])[C:14](=[O:21])[N:15]1[CH2:20][CH2:19][CH2:18][CH2:17][CH2:16]1)[C:9]([F:12])([F:11])[F:10])=[O:6])([CH3:4])[CH3:3].[H-].[Na+].[CH:40]1[CH:45]=[CH:44][C:43]([CH2:46]Br)=[CH:42][CH:41]=1>CN(C=O)C.CCOC(C)=O>[CH2:46]([N:7]([C:8]([C:24]1[CH:29]=[CH:28][C:27]([O:30][CH2:31][CH2:32][CH2:33][C:34]([F:37])([F:35])[F:36])=[CH:26][CH:25]=1)([C:13]([F:22])([F:23])[C:14](=[O:21])[N:15]1[CH2:20][CH2:19][CH2:18][CH2:17][CH2:16]1)[C:9]([F:10])([F:11])[F:12])[S:5]([C:2]([CH3:1])([CH3:3])[CH3:4])=[O:6])[C:43]1[CH:44]=[CH:45][CH:40]=[CH:41][CH:42]=1 |f:1.2|. Procedure details: A solution of Intermediate 103D (461 mg, 0.814 mmol) in anhydrous DMF (0.5 mL) was added to a suspension of NaH (65 mg, 1.627 mmol) (60% in mineral oil) at 0° C. After stirring for 5 min, BnBr (0.484 mL, 4.07 mmol) was added. The reaction mixture was warmed to rt and stirred for 1 h. The reaction was diluted with EtOAc, washed with brine, dried over Na2SO4, filtered and concentrated. The residue was purified by silica gel chromatography (4 g silica gel, eluted with EtOAc in hexanes) to yield the... Reactants: FC(C(=O)C=1NC=CC1)(F)F (2-(Trifluoroacetyl)-1H-pyrrole), CN(C)C=O (DMF), [H-].[Na+] (sodium hydride), CC=1C=C(CCl)C=CC1[N+](=O)[O-] (3-Methyl-4-nitrobenzyl chloride). Run in C(C)(=O)OCC (ethyl acetate). Reaction conditions: time 30 minute. Product: CC=1C=C(CN2C(=CC=C2)C(C(F)(F)F)=O)C=CC1[N+](=O)[O-] (1-(3-methyl-4-nitrobenzyl)-2-(trifluoroacetyl)-1H-pyrrole). Isolated yield 90.9%. As a reaction SMILES: [F:1][C:2]([F:11])([F:10])[C:3]([C:5]1[NH:6][CH:7]=[CH:8][CH:9]=1)=[O:4].CN(C=O)C.[H-].[Na+].[CH3:19][C:20]1[CH:21]=[C:22]([CH:25]=[CH:26][C:27]=1[N+:28]([O-:30])=[O:29])[CH2:23]Cl>C(OCC)(=O)C>[CH3:19][C:20]1[CH:21]=[C:22]([CH:25]=[CH:26][C:27]=1[N+:28]([O-:30])=[O:29])[CH2:23][N:6]1[CH:7]=[CH:8][CH:9]=[C:5]1[C:3](=[O:4])[C:2]([F:1])([F:10])[F:11] |f:2.3|. Procedure: 2-(Trifluoroacetyl)-1H-pyrrole (0.97 g) was added to DMF solution (10 ml) of 60% sodium hydride (0.16 g) and the mixture was stirred at room temperature for 30 minutes. 3-Methyl-4-nitrobenzyl chloride (1.0 g) was added thereto and the mixture was stirred at room temperature for 2 hours. The reaction solution was diluted with ethyl acetate and washed with water and saturated aqueous solution of sodium chloride. After drying the organic layer with magnesium sulfate, the solvent was distilled off u... Starting materials: [Ba+2], [Cl-], [Cl-], CN(C)[P+](N)(N(C)C)N(C)C, C1CCOC1, [OH-], [OH-]. Product: CN(C)P(=N)(N(C)C)N(C)C. As a reaction SMILES: [Ba+2:14].[Cl-:16].[Cl-:1].[NH2:2][P+:3]([N:4]([CH3:5])[CH3:6])([N:7]([CH3:8])[CH3:9])[N:10]([CH3:11])[CH3:12].[O:17]1[CH2:18][CH2:19][CH2:20][CH2:21]1.[OH-:13].[OH-:15]>>[NH:2]=[P:3]([N:4]([CH3:5])[CH3:6])([N:7]([CH3:8])[CH3:9])[N:10]([CH3:11])[CH3:12]. The reactants are CCN(CC)CCCO, COc1cc(C=O)c(F)cc1O, CCOC(=O)N=NC(=O)OCC, C1CCOC1, O, c1ccc(P(c2ccccc2)c2ccccc2)cc1. Yields the product CCN(CC)CCCOc1cc(F)c(C=O)cc1OC. Reaction SMILES: [CH2:32]([CH3:33])[N:34]([CH2:35][CH2:36][CH2:37][OH:38])[CH2:39][CH3:40].[F:1][c:2]1[c:3]([CH:4]=[O:5])[cH:6][c:7]([O:11][CH3:12])[c:8]([OH:10])[cH:9]1.[O:41]=[C:42]([O:43][CH2:44][CH3:45])[N:46]=[N:47][C:48]([O:49][CH2:50][CH3:51])=[O:52].[O:53]1[CH2:54][CH2:55][CH2:56][CH2:57]1.[OH2:58].[c:13]1([P:14]([c:15]2[cH:16][cH:17][cH:18][cH:19][cH:20]2)[c:21]2[cH:22][cH:23][cH:24][cH:25][cH:26]2)[cH:27][cH:28][cH:29][cH:30][cH:31]1>>[F:1][c:2]1[c:3]([CH:4]=[O:5])[cH:6][c:7]([O:11][CH3:12])[c:8]([O:10][CH2:37][CH2:36][CH2:35][N:34]([CH2:32][CH3:33])[CH2:39][CH3:40])[cH:9]1. The reactants are O[C@@](C#CC=1C=CC2=C(C=3N(CCO2)C(=C(N3)C(=O)N)C(=O)NC3CCOCC3)C1)(C)C1=NOC(=C1)C ((R)-10-(3-hydroxy-3-(5-methylisoxazol-3-yl)but-1-yn-1-yl)-N3-(tetrahydro-2H-pyran-4-yl)-5,6-dihydrobenzo[f]imidazo[1,2-d][1,4]oxazepine-2,3-dicarboxamide), Cl.NC1CCC(CC1)(F)F (4-amino-1,1-difluorocyclohexane hydrochloride), solid. The product is FC1(CCC(CC1)NC(=O)C1=C(N=C2N1CCOC1=C2C=C(C=C1)C#C[C@](C)(C1=NOC(=C1)C)O)C(=O)N)F ((R)—N3-(4,4-difluorocyclohexyl)-10-(3-hydroxy-3-(5-methylisoxazol-3-yl)but-1-yn-1-yl)-5,6-dihydrobenzo[f]imidazo[1,2-d][1,4]oxazepine-2,3-dicarboxamide). RXN SMILES: [OH:1][C@:2]([C:32]1[CH:36]=[C:35]([CH3:37])[O:34][N:33]=1)([CH3:31])[C:3]#[C:4][C:5]1[CH:6]=[CH:7][C:8]2[O:14][CH2:13][CH2:12][N:11]3[C:15]([C:21]([NH:23][CH:24]4[CH2:29][CH2:28]O[CH2:26][CH2:25]4)=[O:22])=[C:16]([C:18]([NH2:20])=[O:19])[N:17]=[C:10]3[C:9]=2[CH:30]=1.Cl.NC1CC[C:43]([F:47])([F:46])CC1>>[F:46][C:43]1([F:47])[CH2:28][CH2:29][CH:24]([NH:23][C:21]([C:15]2[N:11]3[CH2:12][CH2:13][O:14][C:8]4[CH:7]=[CH:6][C:5]([C:4]#[C:3][C@@:2]([OH:1])([C:32]5[CH:36]=[C:35]([CH3:37])[O:34][N:33]=5)[CH3:31])=[CH:30][C:9]=4[C:10]3=[N:17][C:16]=2[C:18]([NH2:20])=[O:19])=[O:22])[CH2:25][CH2:26]1 |f:1.2|. Procedure: Prepared as described for (R)-10-(3-hydroxy-3-(5-methylisoxazol-3-yl)but-1-yn-1-yl)-N3-(tetrahydro-2H-pyran-4-yl)-5,6-dihydrobenzo[f]imidazo[1,2-d][1,4]oxazepine-2,3-dicarboxamide replacing 4-aminotetrahydropyran with 4-amino-1,1-difluorocyclohexane hydrochloride. Off-white solid 40.2 mg, 12%). Starting materials: Br.N(C(=N)N)C=1SC=C(N1)C=1C=C(C=CC1)NC(OCC)=O (ethyl N-[3-(2-guanidino-4-thiazolyl)-phenyl]-carbamate hydrobromide), [OH-].[K+] (potassium hydroxide). Solvent: C(C)O (ethanol). Product: N(C(=N)N)C=1SC=C(N1)C1=CC(=CC=C1)N (2-Guanidino-4-(3-aminophenyl)thiazole). The yield is 70.3%. RXN SMILES: Br.[NH:2]([C:6]1[S:7][CH:8]=[C:9]([C:11]2[CH:12]=[C:13]([NH:17]C(=O)OCC)[CH:14]=[CH:15][CH:16]=2)[N:10]=1)[C:3]([NH2:5])=[NH:4].[OH-].[K+]>C(O)C>[NH:2]([C:6]1[S:7][CH:8]=[C:9]([C:11]2[CH:16]=[CH:15][CH:14]=[C:13]([NH2:17])[CH:12]=2)[N:10]=1)[C:3]([NH2:5])=[NH:4] |f:0.1,2.3|. Procedure details: A mixture of 47.1 gm of ethyl N-[3-(2-guanidino-4-thiazolyl)-phenyl]-carbamate hydrobromide, 210 ml of ethanol and 210 ml of a 50% potassium hydroxide solution was refluxed for 15 minutes. After cooling, the white precipitate which had formed was filtered off, dissolved in water and carefully acidified with hydrochloric acid. The resulting solution was made alkaline with an excess of sodium hydroxide solution, and the precipitate formed thereby was filtered off, washed with water and dried, yiel...